The task is: describe an organic reaction: reactants, conditions, products, and yield. This data is from the Open Reaction Database (ORD), a public repository of structured organic reaction records. Reactants: ClC1=C(C#N)C=CC(=C1)N1[C@H]([C@H](CC1=O)O)C (2-chloro-4-[(2S,3S)-3-hydroxy-2-methyl-5-oxopyrrolidin-1-yl]benzonitrile), C(C)(=O)O (Acetic acid), C(C)(C)NC(C)C (diisopropylamine), ICC (Iodoethane). Solvent: C1CCOC1 (THF), O (Water), C1CCOC1 (THF). Run at temperature -78 celsius, time 1 hour. Yields the product ClC1=C(C#N)C=CC(=C1)N1C([C@H]([C@@H]([C@@H]1C)O)CC)=O (2-chloro-4-[(3S,4S,5S)-3-ethyl-4-hydroxy-5-methyl-2-oxopyrrolidin-1-yl]benzonitrile). The yield is 6.0%. As a reaction SMILES: [CH:1](NC(C)C)(C)[CH3:2].[Cl:8][C:9]1[CH:16]=[C:15]([N:17]2[C:21](=[O:22])[CH2:20][C@H:19]([OH:23])[C@@H:18]2[CH3:24])[CH:14]=[CH:13][C:10]=1[C:11]#[N:12].ICC.C(O)(=O)C>C1COCC1.O>[Cl:8][C:9]1[CH:16]=[C:15]([N:17]2[C@@H:18]([CH3:24])[C@@H:19]([OH:23])[C@H:20]([CH2:1][CH3:2])[C:21]2=[O:22])[CH:14]=[CH:13][C:10]=1[C:11]#[N:12]. Procedure details: A solution of diisopropylamine (0.150 mL) in THF (8 mL) was cooled to −78° C., and n-butyllithium-hexane solution (0.650 mL, 1.6 mol/L) was added dropwise. After the completion of the dropwise addition, the mixture was stirred at −78° C. for 1 hr. Subsequently, a solution of 2-chloro-4-[(2S,3S)-3-hydroxy-2-methyl-5-oxopyrrolidin-1-yl]benzonitrile (100 mg) in THF (2.0 mL) was added dropwise, and the mixture was further stirred at −78° C. for 1 hr. Iodoethane (0.150 mL) was added dropwise at −78° ... Starting materials: C(CCl)Cl (EDC), C1=CC2=C(N=C1)N(N=N2)O (HOAt), [Cl-].[NH4+] (ammonium chloride), C(C)(C)N(CC)C(C)C (diisopropylethylamine), BrC=1C=C(C(=O)O)C=CC1C (3-bromo-4-methylbenzoic acid). Run in O (water), CN(C)C=O (DMF), O (water). Product: BrC=1C=C(C(=O)N)C=CC1C (3-bromo-4-methylbenzamide). The yield is 27.7%. RXN SMILES: [Br:1][C:2]1[CH:3]=[C:4]([CH:8]=[CH:9][C:10]=1[CH3:11])[C:5](O)=[O:6].C(Cl)CCl.C1C=[N:20]C2N(O)N=NC=2C=1.[Cl-].[NH4+].C(N(C(C)C)CC)(C)C>CN(C=O)C.O>[Br:1][C:2]1[CH:3]=[C:4]([CH:8]=[CH:9][C:10]=1[CH3:11])[C:5]([NH2:20])=[O:6] |f:3.4|. Reported procedure: 3-bromo-4-methylbenzoic acid (3.12 g, 14.5 mmol) was dissolved in DMF (26 ml) and EDC (3.51 g, 18.3 mmol), HOAt (2.79 g, 20.5 mmol), ammonium chloride (3.05 g, 57.0 mmol), and diisopropylethylamine (7.5 ml, 43.1 mmol) were added. The reaction was stirred at room temperature over the weekend, and then poured into water (100 ml), and diluted with more water. The resultant precipitate was filtered, washed with water, collected as a solution in EtOAc, and concentrated to give title compound (858.7 m... Starting materials: CC1=C(C=C(C=C1)C)C(C)S(=O)(=O)C1=[N+](C=CC=C1)[O-] (2-[1-(2,5-Dimethylphenyl)-ethylsulfonyl]-pyridine-N-oxide), P(Cl)(Cl)Cl (PCl3), product. Solvent: C(Cl)(Cl)Cl (chloroform). Product: CC1=C(C=C(C=C1)C)C(C)S(=O)(=O)C1=NC=CC=C1 (2-[1-(2,5-dimethylphenyl)ethylsulfonyl]pyridine). As a reaction SMILES: [CH3:1][C:2]1[CH:7]=[CH:6][C:5]([CH3:8])=[CH:4][C:3]=1[CH:9]([S:11]([C:14]1[CH:19]=[CH:18][CH:17]=[CH:16][N+:15]=1[O-])(=[O:13])=[O:12])[CH3:10].P(Cl)(Cl)Cl>C(Cl)(Cl)Cl>[CH3:1][C:2]1[CH:7]=[CH:6][C:5]([CH3:8])=[CH:4][C:3]=1[CH:9]([S:11]([C:14]1[CH:19]=[CH:18][CH:17]=[CH:16][N:15]=1)(=[O:12])=[O:13])[CH3:10]. Procedure: A mixture of 4.7 g (0.017 mole) of 2-[1-(2,5-Dimethylphenyl)-ethylsulfonyl]-pyridine-N-oxide, 60 ml of chloroform, and 7.5 g (0.055 mole) of PCl3 were placed in a 100 ml round bottom flask equipped with a magnetic stirrer and reflux condenser. The mixture was refluxed for one hour, and then the solvent was removed under reduced pressure using a rotovap. To the residue was added 25 ml of ethanol, followed by a second evaporation. The residue crystallized to give a white solid, which was recrystal... Starting materials: C(C)(C)(C)OC(=O)NC1CC2CC(C1C2)C(=O)O (6-(tert-butoxycarbonylamino)norbornane-2-carboxylic acid), 72g, FC(C(=O)O)(F)F (trifluoroacetic acid). Solvent: ClCCl (dichloromethane). Run at time 0.5 hour. The product is NC1CC2CC(C1C2)C(=O)O (6-aminobicyclo[2.2.1]heptane-2-carboxylic acid). Reaction SMILES: C(OC([NH:8][CH:9]1[CH:14]2[CH2:15][CH:11]([CH2:12][CH:13]2[C:16]([OH:18])=[O:17])[CH2:10]1)=O)(C)(C)C.FC(F)(F)C(O)=O>ClCCl>[NH2:8][CH:9]1[CH:14]2[CH2:15][CH:11]([CH2:12][CH:13]2[C:16]([OH:18])=[O:17])[CH2:10]1. Procedure details: A solution of 6-(tert-butoxycarbonylamino)norbornane-2-carboxylic acid, 72g, in dichloromethane (5 mL) was treated with trifluoroacetic acid (5 mL) for 1 hour at room temperature. The solvent was evaporated under reduced pressure and the resulting product was dissolved in 2 mL TFA and added to a stirring 1N HCl in Et2O solution. After stirring the mixture for 0.5 hour, the resulting precipitate was filtered and washed with dry Et2O to give 6-aminobicyclo[2.2.1]heptane-2-carboxylic acid. Reactants: C(C1=CC=CC=C1)OC(=O)NC(CNC1=CC=C(C=C1)C=1C(CC(NN1)=O)C)(C)C (6-[4-(2-benzyloxycarbonylamino-2-methylpropylamino)phenyl]-5-methyl-4,5-dihydro-3(2H)-pyridazinone), [H][H] (hydrogen). The reagents and catalysts are [C].[Pd] (palladium-carbon). The solvent is CO (methanol). The product is NC(CNC1=CC=C(C=C1)C=1C(CC(NN1)=O)C)(C)C (6-[4-(2-amino-2-methylpropyl amino)phenyl]-5-methyl-4,5-dihydro-3(2H)-pyridazinone). The yield is 89.3%. As a reaction SMILES: C(OC([NH:11][C:12]([CH3:30])([CH3:29])[CH2:13][NH:14][C:15]1[CH:20]=[CH:19][C:18]([C:21]2[CH:22]([CH3:28])[CH2:23][C:24](=[O:27])[NH:25][N:26]=2)=[CH:17][CH:16]=1)=O)C1C=CC=CC=1.[H][H]>[C].[Pd].CO>[NH2:11][C:12]([CH3:29])([CH3:30])[CH2:13][NH:14][C:15]1[CH:16]=[CH:17][C:18]([C:21]2[CH:22]([CH3:28])[CH2:23][C:24](=[O:27])[NH:25][N:26]=2)=[CH:19][CH:20]=1 |f:2.3|. Reported procedure: A mixture of 6-[4-(2-benzyloxycarbonylamino-2-methylpropylamino)phenyl]-5-methyl-4,5-dihydro-3(2H)-pyridazinone (0.50 g), 10% palladium-carbon (0.50 g) and methanol (40 ml) was stirred in a stream of hydrogen for 3 hours. The catalyst was removed by filtration, and the filtrate was concentrated under reduced pressure to give 6-[4-(2-amino-2-methylpropyl amino)phenyl]-5-methyl-4,5-dihydro-3(2H)-pyridazinone(0.30 g). Starting materials: COC(=O)Cc1nc(CCc2ccccc2)oc1C, CO, [Na+], [OH-]. Yields the product Cc1oc(CCc2ccccc2)nc1CC(=O)O. As a reaction SMILES: [CH3:1][O:2][C:3]([CH2:4][c:5]1[n:6][c:7]([CH2:11][CH2:12][c:13]2[cH:14][cH:15][cH:16][cH:17][cH:18]2)[o:8][c:9]1[CH3:10])=[O:19].[CH3:22][OH:23].[Na+:21].[OH-:20]>>[O:2]=[C:3]([CH2:4][c:5]1[n:6][c:7]([CH2:11][CH2:12][c:13]2[cH:14][cH:15][cH:16][cH:17][cH:18]2)[o:8][c:9]1[CH3:10])[OH:19]. Starting materials: CCN1CCOCC1, NC(=O)CC(NC(=O)OCc1ccccc1)C(=O)O, CCOC(C)=O, C(=NC1CCCCC1)=NC1CCCCC1, NC(Cc1ccccc1)C(O)CNC(=O)C1CCCN1c1ccccc1, C1CCOC1, Oc1cccc2[nH]nnc12. Product: NC(=O)CC(NC(=O)OCc1ccccc1)C(=O)NC(Cc1ccccc1)C(O)CNC(=O)C1CCCN1c1ccccc1. As a reaction SMILES: [CH2:26]([N:27]1[CH2:28][CH2:29][O:30][CH2:31][CH2:32]1)[CH3:33].[CH2:60]([c:61]1[cH:62][cH:63][cH:64][cH:65][cH:66]1)[O:67][C:68](=[O:69])[NH:70][CH:71]([CH2:72][C:73]([NH2:74])=[O:75])[C:76](=[O:77])[OH:78].[CH3:79][CH2:80][O:81][C:82](=[O:83])[CH3:84].[CH:1]1([N:2]=[C:3]=[N:4][CH:5]2[CH2:6][CH2:7][CH2:8][CH2:9][CH2:10]2)[CH2:11][CH2:12][CH2:13][CH2:14][CH2:15]1.[NH2:34][CH:35]([CH:36]([CH2:37][NH:38][C:39]([CH:40]1[N:41]([c:45]2[cH:46][cH:47][cH:48][cH:49][cH:50]2)[CH2:42][CH2:43][CH2:44]1)=[O:51])[OH:52])[CH2:53][c:54]1[cH:55][cH:56][cH:57][cH:58][cH:59]1.[O:85]1[CH2:86][CH2:87][CH2:88][CH2:89]1.[OH:16][c:17]1[c:18]2[n:19][n:20][nH:21][c:22]2[cH:23][cH:24][cH:25]1>>[NH:34]([CH:35]([CH:36]([CH2:37][NH:38][C:39]([CH:40]1[N:41]([c:45]2[cH:46][cH:47][cH:48][cH:49][cH:50]2)[CH2:42][CH2:43][CH2:44]1)=[O:51])[OH:52])[CH2:53][c:54]1[cH:55][cH:56][cH:57][cH:58][cH:59]1)[C:76]([CH:71]([NH:70][C:68]([O:67][CH2:60][c:61]1[cH:62][cH:63][cH:64][cH:65][cH:66]1)=[O:69])[CH2:72][C:73]([NH2:74])=[O:75])=[O:77]. The reactants are ClC=1C(=CC=2N(N1)C(=NN2)C2=CC=CC=C2)C2CCC2 (6-Chloro-7-cyclobutyl-3-phenyl-1,2,4-triazolo[4,3-b]pyridazine), CN(CCN)C (N,N-dimethylethylenediamine). Yields the product C1(CCC1)C1=CC=2N(N=C1NCCN(C)C)C(=NN2)C2=CC=CC=C2 (N′-(7-Cyclobutyl-3-phenyl-1,2,4-triazolo[4,3-b]pyridazin-6-yl)-N,N-dimethylethane-1,2-diamine). As a reaction SMILES: Cl[C:2]1[C:3]([CH:17]2[CH2:20][CH2:19][CH2:18]2)=[CH:4][C:5]2[N:6]([C:8]([C:11]3[CH:16]=[CH:15][CH:14]=[CH:13][CH:12]=3)=[N:9][N:10]=2)[N:7]=1.[CH3:21][N:22]([CH3:26])[CH2:23][CH2:24][NH2:25]>>[CH:17]1([C:3]2[C:2]([NH:25][CH2:24][CH2:23][N:22]([CH3:26])[CH3:21])=[N:7][N:6]3[C:8]([C:11]4[CH:16]=[CH:15][CH:14]=[CH:13][CH:12]=4)=[N:9][N:10]=[C:5]3[CH:4]=2)[CH2:20][CH2:19][CH2:18]1. Procedure details: 6-Chloro-7-cyclobutyl-3-phenyl-1,2,4-triazolo[4,3-b]pyridazine (100 mg, 0.35 mmol) and N,N-dimethylethylenediamine were heated together in a sealed tube at 60° C. for 24 h. The mixture was cooled and the white precipitate was collected by filtration and washed with diethyl ether, then dried to give the title compound. 1H NMR (250 MHz, CDCl3) δ 1.94 (1H, m), 2.12-2.24 (3H, m), 2.29 (6H, s), 2.41-2.50 (2H, m), 2.59-2.64 (2H, m), 3.38-3.49 (3H, m), 5.51 (1H, vbs), 7.41-7.52 (3H, m), 7.62 (1H, m), 8... Reactants: CSC1=NC=CC(=N1)N1C=NC2=C1C=CC(=C2)N2C(N(CC2)CC)=O (2-Methylthio-4-[5-(3-ethyl-imidazolidin-2-on-1-yl)benzimidazol-1-yl]pyrimidine), CO (methanol), OOS(=O)[O-].[K+] (Oxone). Run in C(Cl)Cl (methylene chloride), C(Cl)Cl (methylene chloride), O (water). Reaction conditions: time 7 hour. Yields the product CS(=O)(=O)C1=NC=CC(=N1)N1C=NC2=C1C=CC(=C2)N2C(N(CC2)CC)=O (2-Methanesulfonyl-4-[5-(3-ethyl-imidazolidin-2-on-1-yl)benzimidazol-1-yl]pyrimidine). As a reaction SMILES: CS[C:3]1[N:8]=[C:7]([N:9]2[C:13]3[CH:14]=[CH:15][C:16]([N:18]4[CH2:22][CH2:21][N:20]([CH2:23][CH3:24])[C:19]4=[O:25])=[CH:17][C:12]=3[N:11]=[CH:10]2)[CH:6]=[CH:5][N:4]=1.[CH3:26]O.O[O:29][S:30]([O-:32])=O.[K+]>O.C(Cl)Cl>[CH3:26][S:30]([C:3]1[N:8]=[C:7]([N:9]2[C:13]3[CH:14]=[CH:15][C:16]([N:18]4[CH2:22][CH2:21][N:20]([CH2:23][CH3:24])[C:19]4=[O:25])=[CH:17][C:12]=3[N:11]=[CH:10]2)[CH:6]=[CH:5][N:4]=1)(=[O:32])=[O:29] |f:2.3|. Procedure details: To a solution of 2-Methylthio-4-[5-(3-ethyl-imidazolidin-2-on-1-yl)benzimidazol-1-yl]pyrimidine (100 mg, 0.282 mmol) in 1:1 methanol:methylene chloride (7 ml) was added a mixture of Oxone® (520 mg, 0.846 mmol) in water (2 ml) at 0° C. The reaction mixture was stirred at it for 7 h, then diluted with methylene chloride. The mixture was separated; the aqueous layer was extracted with methylene chloride (3×50 ml). The combined methylene chloride layer was dried over magnesium sulfate. Removal of th... The reactants are [N+](=O)([O-])C1=C(C(C#N)=CC=C1)C#N (3-nitrophthalonitrile), [N+](=O)([O-])C1=C(C(C#N)=CC=C1)C#N (3-nitrophthalonitrile), C(=O)([O-])[O-].[K+].[K+] (K2CO3), C(=O)(OC(C)(C)C)NC(CO)CO (N-Boc-serinol). The solvent is CC#N (CH3CN), C1=CC=CC=C1 (benzene), C1=CC=CC=C1 (benzene), CS(=O)C (DMSO), CC#N (CH3CN). Conditions: time 72 hour. The product is C(C=1C(C#N)=CC=CC1)#N.C(C=1C(C#N)=CC=CC1)#N.C(=O)(OC(C)(C)C)NC(CO)CO (Boc-serinol Bisphthalonitrile). Yield: 70.0%. Reaction SMILES: C([O-])([O-])=O.[K+].[K+].[C:7]([NH:14][CH:15]([CH2:18][OH:19])[CH2:16][OH:17])([O:9][C:10]([CH3:13])([CH3:12])[CH3:11])=[O:8].[N+]([C:23]1[CH:30]=[CH:29][CH:28]=[C:25]([C:26]#[N:27])[C:24]=1[C:31]#[N:32])([O-])=O>CS(C)=O.CC#N.C1C=CC=CC=1>[C:31](#[N:32])[C:24]1[C:25](=[CH:28][CH:29]=[CH:30][CH:23]=1)[C:26]#[N:27].[C:31](#[N:32])[C:24]1[C:25](=[CH:28][CH:29]=[CH:30][CH:23]=1)[C:26]#[N:27].[C:7]([NH:14][CH:15]([CH2:16][OH:17])[CH2:18][OH:19])([O:9][C:10]([CH3:12])([CH3:13])[CH3:11])=[O:8] |f:0.1.2,8.9.10|. Reported procedure: Finely ground K2CO3 (4.32 g, 31.2 mmol, 4 equiv.) was added to N-Boc-serinol (1.45 g, 7.8 mmol, 1 equiv.) in 20 mL DMSO under argon; then 3-nitrophthalonitrile (3.38 g, 19.5 mmol, 2.5 equiv.) was added. The reaction mixture first turned pink, and then orange upon addition of the 3-nitrophthalonitrile. The reaction mixture was stirred at room temperature and monitored periodically by TLC (9:1 benzene:CH3CN). After 72 h, the reaction mixture was partitioned between EtOAc and water. The two layers ...